From a dataset of the Open Reaction Database (ORD), a public repository of structured organic reaction records. describe an organic reaction: reactants, conditions, products, and yield Reaction SMILES: [CH3:1][N:2]1[C:10]2[C:5](=[CH:6][CH:7]=[CH:8][CH:9]=2)[C:4]([C:11]([OH:13])=O)=[N:3]1.O1CCCC1.C(Cl)(=O)C(Cl)=O.[NH2:25][C:26]1[CH:27]=[C:28]([CH:45]=[CH:46][CH:47]=1)[O:29][C:30]1[CH:31]=[CH:32][C:33]2[N:34]([N:36]=[C:37]([NH:39][C:40]([CH:42]3[CH2:44][CH2:43]3)=[O:41])[N:38]=2)[CH:35]=1>CN(C)C=O.CN(C)C(=O)C>[CH:42]1([C:40]([NH:39][C:37]2[N:38]=[C:33]3[CH:32]=[CH:31][C:30]([O:29][C:28]4[CH:27]=[C:26]([NH:25][C:11]([C:4]5[C:5]6[C:10](=[CH:9][CH:8]=[CH:7][CH:6]=6)[N:2]([CH3:1])[N:3]=5)=[O:13])[CH:47]=[CH:46][CH:45]=4)=[CH:35][N:34]3[N:36]=2)=[O:41])[CH2:43][CH2:44]1. Run in CN(C(C)=O)C (N,N-dimethylacetamide). Reactants: CN1N=C(C2=CC=CC=C12)C(=O)O (1-methyl-1H-indazole-3-carboxylic acid), NC=1C=C(OC=2C=CC=3N(C2)N=C(N3)NC(=O)C3CC3)C=CC1 (N-[6-(3-aminophenoxy)[1,2,4]triazolo[1,5-a]pyridin-2-yl]cyclopropanecarboxamide), O1CCCC1 (tetrahydrofuran), C(C(=O)Cl)(=O)Cl (oxalyl chloride). The reagents and catalysts are CN(C=O)C (N,N-dimethylformamide). Yields the product C1(CC1)C(=O)NC1=NN2C(C=CC(=C2)OC=2C=C(C=CC2)NC(=O)C2=NN(C3=CC=CC=C23)C)=N1 (N-[3-({2-[(cyclopropylcarbonyl)amino][1,2,4]triazolo[1,5-a]pyridin-6-yl}oxy)phenyl]-1-methyl-1H-indazole-3-carboxamide). Isolated yield 28.1%. Procedure details: In the same manner as in Example 18-4 and using 1-methyl-1H-indazole-3-carboxylic acid (300 mg, 1.70 mmol), tetrahydrofuran (10 mL), oxalyl chloride (222 μL, 2.55 mmol), N-[6-(3-aminophenoxy)[1,2,4]triazolo[1,5-a]pyridin-2-yl]cyclopropanecarboxamide (200 mg, 0.647 mmol), N,N-dimethylformamide (2 drops) and N,N-dimethylacetamide (10 mL) as starting materials, the title compound (85.0 mg, 28%) was obtained as a white solid. As a reaction SMILES: [CH:1](=[N:8][N:9]1[CH2:13][CH2:12][N:11]([C@@:14]2([C:32]([O:34][CH:35]([C:42]3[CH:47]=[CH:46][CH:45]=[CH:44][CH:43]=3)[C:36]3[CH:41]=[CH:40][CH:39]=[CH:38][CH:37]=3)=[O:33])[S:20][C@H:19]3[N:16]([C:17](=[O:31])[C@H:18]3[NH:21]C(=O)CC3C=CC=CC=3)[CH2:15]2)[C:10]1=[O:48])[C:2]1[CH:7]=[CH:6][CH:5]=[CH:4][CH:3]=1.CN(C)C1C=CC=CC=1.P(Cl)(Cl)(Cl)(Cl)[Cl:59].CO>C(Cl)Cl.C(OCC)(=O)C>[ClH:59].[NH2:21][C@@H:18]1[C:17](=[O:31])[N:16]2[C@@H:19]1[S:20][C@@:14]([N:11]1[CH2:12][CH2:13][N:9]([N:8]=[CH:1][C:2]3[CH:7]=[CH:6][CH:5]=[CH:4][CH:3]=3)[C:10]1=[O:48])([C:32]([O:34][CH:35]([C:36]1[CH:41]=[CH:40][CH:39]=[CH:38][CH:37]=1)[C:42]1[CH:43]=[CH:44][CH:45]=[CH:46][CH:47]=1)=[O:33])[CH2:15]2 |f:6.7|. Procedure: In 664 ml of methylene chloride was dissolved 83.0 g of (3R,5R,6R)-3-(3-benzylideneamino-2-oxo-imidazolidin-1-yl)-3-diphenylmethyloxycarbonyl-7-oxo-6-phenylacetamido-4-thia-1-azabicyclo[3.2.0]heptane. The solution was cooled to -60° C. To the solution were added 55.8 ml of N,N-dimethylaniline and 39.3 g of phosphorus pentachloride in this order. The temperature of the mixture was elevated to -20° C. in 30 minutes and then recooled to -60° C. To the reaction mixture was added 66.3 ml of anhydrous... Run in C(Cl)Cl (methylene chloride), C(C)(=O)OCC (ethyl acetate). Starting materials: CO (methanol), CN(C1=CC=CC=C1)C (N,N-dimethylaniline), P(Cl)(Cl)(Cl)(Cl)Cl (phosphorus pentachloride), C(C1=CC=CC=C1)=NN1C(N(CC1)[C@@]1(CN2C([C@H]([C@H]2S1)NC(CC1=CC=CC=C1)=O)=O)C(=O)OC(C1=CC=CC=C1)C1=CC=CC=C1)=O ((3R,5R,6R)-3-(3-benzylideneamino-2-oxo-imidazolidin-1-yl)-3-diphenylmethyloxycarbonyl-7-oxo-6-phenylacetamido-4-thia-1-azabicyclo[3.2.0]heptane). Run at temperature -60 celsius, time 30 minute. Yield: 79.1%. Product: Cl.N[C@H]1[C@H]2S[C@](CN2C1=O)(C(=O)OC(C1=CC=CC=C1)C1=CC=CC=C1)N1C(N(CC1)N=CC1=CC=CC=C1)=O ((3R,5R,6R)-6-amino-3-(3-benzylideneamino-2-oxoimidazolidin-1-yl)-3-diphenylmethyloxycarbonyl-7-oxo-4-thia-1-azabicyclo[3.2.0] heptane hydrochloride). Reactants: C[C@@H](C1=CC=CC=C1)N ((S)-(-)-α-methylbenzylamine), BrCCO (2-bromoethanol). Solvent: ClCCl (dichloromethane). Conditions: temperature 51 celsius, time 52 hour. The product is C[C@@H]1NCCC2=CC=CC=C12 ((S)-(-)-1-methyl-1,2,3,4-tetrahydroisoquinoline). Yield: 88312.6%. As a reaction SMILES: [CH3:1][C@H:2]([NH2:9])[C:3]1[CH:8]=[CH:7][CH:6]=[CH:5][CH:4]=1.Br[CH2:11][CH2:12]O>ClCCl>[CH3:1][C@H:2]1[C:3]2[C:8](=[CH:7][CH:6]=[CH:5][CH:4]=2)[CH2:12][CH2:11][NH:9]1. Reported procedure: 108.23 g(0.903 mmole) of (S)-(-)-α-methylbenzylamine was dissolved in 140 ml of dichloromethane and 144.0 g(1.071 mmole) of 2-bromoethanol was added thereto. This mixture was stirred at 51° C. for 52 hours to complete the reaction. The reaction solution was concentrated under reduced pressure and the residue was subjected to fractional distillation to obtain 117.4 g of the title compound, which had a pale yellow color. Reactants: CCOC1CCC(N2CCC(Nc3cc(F)ccc3[N+](=O)[O-])CC2)CC1, CCO, NN, O. Product: CCOC1CCC(N2CCC(Nc3cc(F)ccc3N)CC2)CC1. Reaction SMILES: [CH2:1]([CH3:2])[O:3][CH:4]1[CH2:5][CH2:6][CH:7]([N:10]2[CH2:11][CH2:12][CH:13]([NH:16][c:17]3[c:18]([N+:24]([O-:25])=[O:26])[cH:19][cH:20][c:21]([F:23])[cH:22]3)[CH2:14][CH2:15]2)[CH2:8][CH2:9]1.[CH3:30][CH2:31][OH:32].[NH2:28][NH2:29].[OH2:27]>>[CH2:1]([CH3:2])[O:3][CH:4]1[CH2:5][CH2:6][CH:7]([N:10]2[CH2:11][CH2:12][CH:13]([NH:16][c:17]3[c:18]([NH2:24])[cH:19][cH:20][c:21]([F:23])[cH:22]3)[CH2:14][CH2:15]2)[CH2:8][CH2:9]1. Reactants: [BH4-], C1CCOC1, O=C1OC(=O)C2CCCCC12, [Na+]. The product is O=C1OCC2CCCCC12. As a reaction SMILES: [BH4-:12].[CH2:14]1[O:15][CH2:16][CH2:17][CH2:18]1.[CH:1]12[CH:2]([CH2:3][CH2:4][CH2:5][CH2:6]1)[C:7](=[O:8])[O:9][C:10]2=[O:11].[Na+:13]>>[CH:1]12[CH:2]([CH2:3][CH2:4][CH2:5][CH2:6]1)[C:7](=[O:8])[O:9][CH2:10]2. The reactants are C(C)(=O)Cl (acetyl chloride), C(C)(=O)Cl (acetyl chloride), C(C)(=O)OCC (ethyl acetate), ice, C(=O)(OC)NC=1SNC2=C(N1)C=CC(=C2)OS(=O)(=O)C2=CC(=CC=C2)C(F)(F)F (3-carbomethoxyamino-7-(3-trifluoromethyl-phenylsulfonyloxy)-1H-2,1,4benzothiadiazine), N1=CC=CC=C1 (pyridine). The solvent is O (water). The product is C(C)(=O)N1SC(=NC2=C1C=C(C=C2N)OS(=O)(=O)C2=CC(=CC=C2)C(F)(F)F)C(=O)OC (1-Acetyl-3-carbomethoxy-amino-7-(3-trifluoromethyl-phenylsulfonyloxy)-1H-2,1,4-benzothiadiazine). RXN SMILES: [C:1](Cl)(=[O:3])[CH3:2].C(N[C:10]1[S:11][NH:12][C:13]2[CH:19]=[C:18]([O:20][S:21]([C:24]3[CH:29]=[CH:28][CH:27]=[C:26]([C:30]([F:33])([F:32])[F:31])[CH:25]=3)(=[O:23])=[O:22])[CH:17]=[CH:16][C:14]=2[N:15]=1)(OC)=O.[C:34]([O:37][CH2:38]C)(=[O:36])C.[N:40]1C=CC=CC=1>O>[C:1]([N:12]1[C:13]2[CH:19]=[C:18]([O:20][S:21]([C:24]3[CH:29]=[CH:28][CH:27]=[C:26]([C:30]([F:31])([F:32])[F:33])[CH:25]=3)(=[O:22])=[O:23])[CH:17]=[C:16]([NH2:40])[C:14]=2[N:15]=[C:10]([C:34]([O:37][CH3:38])=[O:36])[S:11]1)(=[O:3])[CH3:2]. Procedure details: Milliliter of acetyl chloride was added dropwise, while stirring and cooling with an ice mixture, to a solution of 1.36 g of 3-carbomethoxyamino-7-(3-trifluoromethyl-phenylsulfonyloxy)-1H-2,1,4benzothiadiazine in 20 ml of pyridine. After the mixture had been stirred for 2 hours at 0° C, 1 ml of acetyl chloride was added once more. After another hour of stirring at 0° C, the reaction mixture was diluted with water. It was then shaken with ethyl acetate, and the extract was washed with saturated s... Reactants: CCOC(C)=O, CCCCCC, COc1ccc(C(=CC=CC(=O)Oc2ccc([N+](=O)[O-])cc2)c2ccc(OC)cc2)cc1, C1CCOC1, NCCCCc1cccnc1. Product: COc1ccc(C(=CC=CC(=O)NCCCCc2cccnc2)c2ccc(OC)cc2)cc1. As a reaction SMILES: [C:50]([O:51][CH2:52][CH3:53])(=[O:54])[CH3:55].[CH3:44][CH2:45][CH2:46][CH2:47][CH2:48][CH3:49].[N+:1]([c:2]1[cH:3][cH:4][c:5]([O:10][C:11](=[O:6])[CH:12]=[CH:13][CH:14]=[C:15]([c:16]2[cH:17][cH:18][c:19]([O:22][CH3:23])[cH:20][cH:21]2)[c:24]2[cH:25][cH:26][c:27]([O:30][CH3:31])[cH:28][cH:29]2)[cH:7][cH:8]1)([O-:9])=[O:32].[O:56]1[CH2:57][CH2:58][CH2:59][CH2:60]1.[n:33]1[cH:34][c:35]([CH2:39][CH2:40][CH2:41][CH2:42][NH2:43])[cH:36][cH:37][cH:38]1>>[O:10]=[C:11]([CH:12]=[CH:13][CH:14]=[C:15]([c:16]1[cH:17][cH:18][c:19]([O:22][CH3:23])[cH:20][cH:21]1)[c:24]1[cH:25][cH:26][c:27]([O:30][CH3:31])[cH:28][cH:29]1)[NH:43][CH2:42][CH2:41][CH2:40][CH2:39][c:35]1[cH:34][n:33][cH:38][cH:37][cH:36]1.